describe an organic reaction: reactants, conditions, products, and yield From a dataset of the Open Reaction Database (ORD), a public repository of structured organic reaction records. The reactants are O=C1SC(C(N1)=O)CC1=CC=C(C=C1)S(=O)(=O)NC1=CC=C(C=C1)N1CCC(CC1)=O (4-(2,4-Dioxo-thiazolidin-5-ylmethyl)-N-[4-(4-oxo-piperidine-1-yl)-phenyl]-benzenesulfonamide), NCC(O)C=1C=CC(=C(C1)NS(=O)(=O)C)O (N-[5-(2-Amino-1-hydroxy-ethyl)-2-hydroxy-phenyl]-methanesulfonamide). Product: O=C1SC(C(N1)=O)CC1=CC=C(C=C1)S(=O)(=O)NC1=CC=C(C=C1)N1CCC(CC1)NCC(C1=CC(=C(C=C1)O)NS(=O)(=O)C)O (4-[(2,4-Dioxo-1,3-thiazolidin-5-yl)methyl]-N-(4-{4-[(2-hydroxy-2-{4-hydroxy-3-[(methylsulfonyl)amino]phenyl}ethyl)amino]-1-piperidineyl}phenyl)benzenesulfonamide). Reaction SMILES: [O:1]=[C:2]1[NH:6][C:5](=[O:7])[CH:4]([CH2:8][C:9]2[CH:14]=[CH:13][C:12]([S:15]([NH:18][C:19]3[CH:24]=[CH:23][C:22]([N:25]4[CH2:30][CH2:29][C:28](=O)[CH2:27][CH2:26]4)=[CH:21][CH:20]=3)(=[O:17])=[O:16])=[CH:11][CH:10]=2)[S:3]1.[NH2:32][CH2:33][CH:34]([C:36]1[CH:37]=[CH:38][C:39]([OH:47])=[C:40]([NH:42][S:43]([CH3:46])(=[O:45])=[O:44])[CH:41]=1)[OH:35]>>[O:1]=[C:2]1[NH:6][C:5](=[O:7])[CH:4]([CH2:8][C:9]2[CH:14]=[CH:13][C:12]([S:15]([NH:18][C:19]3[CH:20]=[CH:21][C:22]([N:25]4[CH2:30][CH2:29][CH:28]([NH:32][CH2:33][CH:34]([OH:35])[C:36]5[CH:37]=[CH:38][C:39]([OH:47])=[C:40]([NH:42][S:43]([CH3:46])(=[O:45])=[O:44])[CH:41]=5)[CH2:27][CH2:26]4)=[CH:23][CH:24]=3)(=[O:16])=[O:17])=[CH:11][CH:10]=2)[S:3]1. Reported procedure: The title compound was prepared from 4-(2,4-dioxo-thiazolidin-5-ylmethyl)-N-[4-(4-oxo-piperidine-1-yl)-phenyl]-benzenesulfonamide (which was obtained in Example 231) and N-[5-(2-amino-1-hydroxy-ethyl)-2-hydroxy-phenyl]-methanesulfonamide (which was obtained in Example 9) according to the procedure of Example 278 as an off-white solid; 1H NMR (300 MHz, DMSO-d6) δ 1.45-1.60 (m, 2H), 1.85-2.05 (m, 2H), 2.50-3.50 (m, 7H), 2.93 (s, 3H), 3.59 (brd, J=11.9 Hz, 2H), 4.28 (dd, J=7.0, 3.8 Hz, 1H), 4.60-4.... Reactants: Cc1ccc(Br)s1, C1CCOC1, [Cs+], [F-], CC1(C)OB(C2=CCN(Cc3ccccc3)C2)OC1(C)C, c1ccc(P(c2ccccc2)(c2ccccc2)[Pd](P(c2ccccc2)(c2ccccc2)c2ccccc2)(P(c2ccccc2)(c2ccccc2)c2ccccc2)P(c2ccccc2)(c2ccccc2)c2ccccc2)cc1. Product: Cc1ccc(C2=CCN(Cc3ccccc3)C2)s1. As a reaction SMILES: [Br:1][c:2]1[s:3][c:4]([CH3:7])[cH:5][cH:6]1.[CH2:31]1[O:32][CH2:33][CH2:34][CH2:35]1.[Cs+:30].[F-:29].[c:8]1([CH2:14][N:15]2[CH2:16][C:17]([B:20]3[O:21][C:22]([CH3:23])([CH3:24])[C:25]([CH3:26])([CH3:27])[O:28]3)=[CH:18][CH2:19]2)[cH:9][cH:10][cH:11][cH:12][cH:13]1.[cH:36]1[cH:37][cH:38][c:39]([P:40]([Pd:41]([P:42]([c:43]2[cH:44][cH:45][cH:46][cH:47][cH:48]2)([c:49]2[cH:50][cH:51][cH:52][cH:53][cH:54]2)[c:55]2[cH:56][cH:57][cH:58][cH:59][cH:60]2)([P:61]([c:62]2[cH:63][cH:64][cH:65][cH:66][cH:67]2)([c:68]2[cH:69][cH:70][cH:71][cH:72][cH:73]2)[c:74]2[cH:75][cH:76][cH:77][cH:78][cH:79]2)[P:80]([c:81]2[cH:82][cH:83][cH:84][cH:85][cH:86]2)([c:87]2[cH:88][cH:89][cH:90][cH:91][cH:92]2)[c:93]2[cH:94][cH:95][cH:96][cH:97][cH:98]2)([c:99]2[cH:100][cH:101][cH:102][cH:103][cH:104]2)[c:105]2[cH:106][cH:107][cH:108][cH:109][cH:110]2)[cH:111][cH:112]1>>[c:2]1([C:17]2=[CH:18][CH2:19][N:15]([CH2:14][c:8]3[cH:9][cH:10][cH:11][cH:12][cH:13]3)[CH2:16]2)[s:3][c:4]([CH3:7])[cH:5][cH:6]1. Reactants: O=C[C@H](O)[C@@H](O)[C@H](O)[C@H](O)CO (dextrose), pluronic, 6.8-7.0, P(=O)([O-])([O-])O.[NH4+].[NH4+] (diammonium phosphate), S(=O)(=O)([O-])[O-].[Mg+2] (magnesium sulfate). Run at temperature 40 celsius, time 45 minute. The product is O=C[C@H](O)[C@@H](O)[C@H](O)CO (xylose). Reaction SMILES: [O:1]=[CH:2][C@@H:3]([C@H:5]([C@@H:7]([C@@H:9](CO)[OH:10])[OH:8])[OH:6])[OH:4].P(O)([O-])([O-])=O.[NH4+].[NH4+].S([O-])([O-])(=O)=O.[Mg+2]>>[O:1]=[CH:2][C@@H:3]([C@H:5]([C@@H:7]([CH2:9][OH:10])[OH:8])[OH:6])[OH:4] |f:1.2.3,4.5|. Reported procedure: Alternatively XI protein is isolated from Streptomyces rubiginosus strain C3 derived from S. rubiginosus ATCC 21,175 using the method described in U.S. Pat. No. 4,410,627, which is incorporated herein by reference. The strain is grown by submerged aerobic fermentation on a medium with the following composition (by percent weight) dextrose 9.0%, corn steep liquor (solids) 0.06%, diammonium phosphate 0.008%, magnesium sulfate 0.06%, antifoam (pluronic PL-61) 0.003%. The medium is sterilized at 121...